This data is from the Open Reaction Database (ORD), a public repository of structured organic reaction records. The task is: describe an organic reaction: reactants, conditions, products, and yield Starting materials: ClC=1C=C(C(=O)Cl)C=CC1 (3-chlorobenzoyl chloride), Cl.CN1CCN(CC1)C1=NC(=NC(=C1)C1=CC=C2CCNCC2=C1)N (4-(4-methylpiperazin-1-yl)-6-(1,2,3,4-tetrahydroisoquinolin-7-yl)pyrimidin-2-amine HCl salt). Product: ClC=1C=C(C(=O)N2CC3=CC(=CC=C3CC2)C2=NC(=NC(=C2)N2CCN(CC2)C)N)C=CC1 (4-[2-(3-Chlorobenzoyl)-1,2,3,4-tetrahydroisoquinolin-7-yl]-6-(4-methylpiperazin-1-yl)pyrimidin-2-amine). RXN SMILES: [Cl:1][C:2]1[CH:3]=[C:4]([CH:8]=[CH:9][CH:10]=1)[C:5](Cl)=[O:6].Cl.[CH3:12][N:13]1[CH2:18][CH2:17][N:16]([C:19]2[CH:24]=[C:23]([C:25]3[CH:34]=[C:33]4[C:28]([CH2:29][CH2:30][NH:31][CH2:32]4)=[CH:27][CH:26]=3)[N:22]=[C:21]([NH2:35])[N:20]=2)[CH2:15][CH2:14]1>>[Cl:1][C:2]1[CH:3]=[C:4]([CH:8]=[CH:9][CH:10]=1)[C:5]([N:31]1[CH2:30][CH2:29][C:28]2[C:33](=[CH:34][C:25]([C:23]3[CH:24]=[C:19]([N:16]4[CH2:15][CH2:14][N:13]([CH3:12])[CH2:18][CH2:17]4)[N:20]=[C:21]([NH2:35])[N:22]=3)=[CH:26][CH:27]=2)[CH2:32]1)=[O:6] |f:1.2|. Procedure: This compound was prepared by using procedures analogous to those described for the synthesis of Example 2 starting from 3-chlorobenzoyl chloride (Lancaster, Cat. #L01191) and 4-(4-methylpiperazin-1-yl)-6-(1,2,3,4-tetrahydroisoquinolin-7-yl)pyrimidin-2-amine HCl salt. Analytic LCMS (M+H)+: m/z=463.3/465.3. Starting materials: CCCC[N+](CCCC)(CCCC)CCCC, C[Sn](C)(C)c1cc(C=O)c2c(c1)oc1ccccc12, O=[Mn](=O)(=O)[O-], [Na+], [Na+], O=S(=O)([O-])[O-], c1ccncc1. Yields the product C[Sn](C)(C)c1cc(C(=O)O)c2c(c1)oc1ccccc12. RXN SMILES: [CH2:6]([N+:7]([CH2:8][CH2:9][CH2:10][CH3:11])([CH2:12][CH2:13][CH2:14][CH3:15])[CH2:16][CH2:17][CH2:18][CH3:19])[CH2:20][CH2:21][CH3:22].[CH:23](=[O:24])[c:25]1[cH:26][c:27]([Sn:38]([CH3:39])([CH3:40])[CH3:41])[cH:28][c:29]2[o:30][c:31]3[c:32]([c:33]12)[cH:34][cH:35][cH:36][cH:37]3.[Mn:1]([O-:2])(=[O:3])(=[O:4])=[O:5].[Na+:42].[Na+:43].[O-:44][S:45](=[O:46])(=[O:47])[O-:48].[cH:49]1[cH:50][cH:51][n:52][cH:53][cH:54]1>>[C:23](=[O:24])([c:25]1[cH:26][c:27]([Sn:38]([CH3:39])([CH3:40])[CH3:41])[cH:28][c:29]2[o:30][c:31]3[c:32]([c:33]12)[cH:34][cH:35][cH:36][cH:37]3)[OH:44]. The product is FC1=NC=CC(=C1)C1=CC2=C(N=C(S2)CC(=O)OCC)C=C1 (Ethyl 2-(6-(2-fluoropyridin-4-yl)benzo[d]thiazol-2-yl)acetate). Procedure: SiliaCat DPP-Pd (0.26 mmol/g loading, from Silicycle, 100 mg, 0.67 mmol), ethyl 2-(6-bromobenzo[d]thiazol-2-yl)acetate (described in WO2011/074560, 200 mg, 0.67 mmol), potassium phosphate (348 mg, 2.00 mmol) and (2-fluoropyridin-4-yl)boronic acid (141 mg, 1.00 mmol) in dioxane (5 mL)/water (0.2 mL) were purged with argon for 5 minutes and then heated at 90° C. After 4 hours, the reaction mixture was diluted with water (50 mL), extracted with DCM (3×50 mL), dried over MgSO4, and concentrated unde... Yield: 57.0%. As a reaction SMILES: Br[C:2]1[CH:16]=[CH:15][C:5]2[N:6]=[C:7]([CH2:9][C:10]([O:12][CH2:13][CH3:14])=[O:11])[S:8][C:4]=2[CH:3]=1.P([O-])([O-])([O-])=O.[K+].[K+].[K+].[F:25][C:26]1[CH:31]=[C:30](B(O)O)[CH:29]=[CH:28][N:27]=1>O1CCOCC1.O.[Pd]>[F:25][C:26]1[CH:31]=[C:30]([C:2]2[CH:16]=[CH:15][C:5]3[N:6]=[C:7]([CH2:9][C:10]([O:12][CH2:13][CH3:14])=[O:11])[S:8][C:4]=3[CH:3]=2)[CH:29]=[CH:28][N:27]=1 |f:1.2.3.4|. Run at temperature 90 celsius, time 4 hour. Solvent: O1CCOCC1 (dioxane), O (water), O (water). Reactants: BrC1=CC2=C(N=C(S2)CC(=O)OCC)C=C1 (ethyl 2-(6-bromobenzo[d]thiazol-2-yl)acetate), P(=O)([O-])([O-])[O-].[K+].[K+].[K+] (potassium phosphate), FC1=NC=CC(=C1)B(O)O ((2-fluoropyridin-4-yl)boronic acid). The reagents and catalysts are [Pd] (Pd). Reactants: COC([C@H](CNC(=O)C=1C=C2C(N(CC2=CC1)CCNC1=NC=CC=C1)=O)NC(=O)OCC1=CC=CC=C1)=O (3-Oxo-2-[2-(pyridin-2-ylamino)ethyl]-2,3-dihydro-1H-isoindole-5-carbonyl-2(S) benzyloxycarbonylamino-β-alanine methyl ester), [OH-].[Na+] (NaOH). The solvent is CO (methanol). The product is C1NCC2=CC(=CC=C12)C(=O)NC[C@@H](C(=O)O)NC(=O)OC(C1=CC=CC=C1)=O (2,3-dihydro-1H-isoindole-5-carbonyl-2(S)-benzoyloxycarbonylamino-β-alanine). RXN SMILES: C[O:2][C:3](=[O:39])[C@@H:4]([NH:28][C:29]([O:31][CH2:32][C:33]1[CH:38]=[CH:37][CH:36]=[CH:35][CH:34]=1)=[O:30])[CH2:5][NH:6][C:7]([C:9]1[CH:10]=[C:11]2[C:15](=[CH:16][CH:17]=1)[CH2:14][N:13](CCNC1C=CC=CN=1)[C:12]2=O)=[O:8].[OH-:40].[Na+]>CO>[CH2:14]1[C:15]2[C:11](=[CH:10][C:9]([C:7]([NH:6][CH2:5][C@H:4]([NH:28][C:29]([O:31][C:32](=[O:40])[C:33]3[CH:38]=[CH:37][CH:36]=[CH:35][CH:34]=3)=[O:30])[C:3]([OH:2])=[O:39])=[O:8])=[CH:17][CH:16]=2)[CH2:12][NH:13]1 |f:1.2|. Reported procedure: A methanol solution (25 mL) of 5-2 (328 mg, 0.61 mmol) and 1N NaOH (5 mL, 5 mmol) was stirred under ambient conditions overnight. The reaction was concentrated to dryness and the residue dissolved in H2O and the solution acidified with 6 N HCl to provide 5-3 as a solid. Starting materials: O (water), BrC1=C(N(C=C1)C1=CC=C(C=C1)Cl)COC1=C(C(=C(C=C1)CCC(=O)OCC)F)F (ethyl 3-(4-((3-bromo-1-(4-chlorophenyl)-1H-pyrrol-2-yl)methoxy)-2,3-difluorophenyl)propanoate), CN(C)C=O (DMF). Reagents/catalysts: [C-]#N.[Zn+2].[C-]#N (zinc cyanide), C1(=CC=CC=C1)P([C-]1C=CC=C1)C1=CC=CC=C1.[C-]1(C=CC=C1)P(C1=CC=CC=C1)C1=CC=CC=C1.[Fe+2] (1,1′-bis(diphenylphosphino)ferrocene), C=1C=CC(=CC1)/C=C/C(=O)/C=C/C2=CC=CC=C2.C=1C=CC(=CC1)/C=C/C(=O)/C=C/C2=CC=CC=C2.C=1C=CC(=CC1)/C=C/C(=O)/C=C/C2=CC=CC=C2.[Pd].[Pd] (Pd2(dba)3). The product is ClC1=CC=C(C=C1)N1C(=C(C=C1)C#N)COC1=C(C(=C(C=C1)CCC(=O)OCC)F)F (ethyl 3-(4-((1-(4-chlorophenyl)-3-cyano-1H-pyrrol-2-yl)methoxy)-2,3-difluorophenyl)propanoate). RXN SMILES: Br[C:2]1[CH:6]=[CH:5][N:4]([C:7]2[CH:12]=[CH:11][C:10]([Cl:13])=[CH:9][CH:8]=2)[C:3]=1[CH2:14][O:15][C:16]1[CH:21]=[CH:20][C:19]([CH2:22][CH2:23][C:24]([O:26][CH2:27][CH3:28])=[O:25])=[C:18]([F:29])[C:17]=1[F:30].O.[CH3:32][N:33](C=O)C>[C-]#N.[Zn+2].[C-]#N.C1(P(C2C=CC=CC=2)[C-]2C=CC=C2)C=CC=CC=1.[C-]1(P(C2C=CC=CC=2)C2C=CC=CC=2)C=CC=C1.[Fe+2].C1C=CC(/C=C/C(/C=C/C2C=CC=CC=2)=O)=CC=1.C1C=CC(/C=C/C(/C=C/C2C=CC=CC=2)=O)=CC=1.C1C=CC(/C=C/C(/C=C/C2C=CC=CC=2)=O)=CC=1.[Pd].[Pd]>[Cl:13][C:10]1[CH:11]=[CH:12][C:7]([N:4]2[CH:5]=[CH:6][C:2]([C:32]#[N:33])=[C:3]2[CH2:14][O:15][C:16]2[CH:21]=[CH:20][C:19]([CH2:22][CH2:23][C:24]([O:26][CH2:27][CH3:28])=[O:25])=[C:18]([F:29])[C:17]=2[F:30])=[CH:8][CH:9]=1 |f:3.4.5,6.7.8,9.10.11.12.13|. Procedure: A solution of ethyl 3-(4-((3-bromo-1-(4-chlorophenyl)-1H-pyrrol-2-yl)methoxy)-2,3-difluorophenyl)propanoate (90 mg, 0.18 mmol, 1 eq), zinc cyanide (64 mg, 0.54 mmol, 3 eq), 1,1′-bis(diphenylphosphino)ferrocene (10 mg, 0.018 mmol, 0.1 eq), Pd2(dba)3 (16.5 mg, 0.018 mmol, 0.1 eq) in DMF (1.4 mL) under N2 was heated at 130° C. overnight in a vial. To the resulting mixture was added water, the aqueous was extracted with DCM, dried over MgSO4 and concentrated. The resulting residue was purified by fl... The reactants are C(C)(=O)NC=1C=C(C=CC1)OC(C)=O (Acetic acid 3-acetylamino-phenyl ester), [N+](=O)(O)[O-] (nitric acid). Run at temperature -10 celsius, time 3 hour. The product is C(C)(=O)NC=1C=CC(=C(C1)OC(C)=O)[N+](=O)[O-] (acetic acid 5-acetylamino-2-nitro-phenyl ester). Yield: 77.0%. Reaction SMILES: [C:1]([NH:4][C:5]1[CH:6]=[C:7]([O:11][C:12](=[O:14])[CH3:13])[CH:8]=[CH:9][CH:10]=1)(=[O:3])[CH3:2].[N+:15]([O-])([OH:17])=[O:16]>>[C:1]([NH:4][C:5]1[CH:10]=[CH:9][C:8]([N+:15]([O-:17])=[O:16])=[C:7]([O:11][C:12](=[O:14])[CH3:13])[CH:6]=1)(=[O:3])[CH3:2]. Procedure: Acetic acid 3-acetylamino-phenyl ester (21.7 g, 112.4 mmol) was added portionwise, at −15° C., to fuming nitric acid (109 mL) maintaining the temperature below −10° C. The reaction mixture was stirred at −10° C. for 3 hours and then was poured into ice. The resulting mixture was extracted 3 times with ethyl acetate and the combined organic extracts were washed with brine, dried over anhydrous sodium sulfate, filtered and evaporated under reduced pressure. The crude residue was purified by flash ... Starting materials: C=CCOC(=O)NC1(C(=O)OCc2cccc(Cl)c2)CCC2C(C(=O)O)C21, CN1C(=O)CC(=O)N(C)C1=O. Product: NC1(C(=O)OCc2cccc(Cl)c2)CCC2C(C(=O)O)C21. RXN SMILES: [CH2:1]([O:2][C:3](=[O:4])[NH:7][C:8]1([C:17](=[O:18])[O:19][CH2:20][c:21]2[cH:22][c:23]([Cl:27])[cH:24][cH:25][cH:26]2)[CH:9]2[CH:10]([C:14](=[O:15])[OH:16])[CH:11]2[CH2:12][CH2:13]1)[CH:5]=[CH2:6].[CH3:28][N:29]1[C:30](=[O:31])[CH2:32][C:33](=[O:34])[N:35]([CH3:36])[C:37]1=[O:38]>>[NH2:7][C:8]1([C:17](=[O:18])[O:19][CH2:20][c:21]2[cH:22][c:23]([Cl:27])[cH:24][cH:25][cH:26]2)[CH:9]2[CH:10]([C:14](=[O:15])[OH:16])[CH:11]2[CH2:12][CH2:13]1. Reactants: O (water), [BH4-].[Na+] (Sodium borohydride), ClC1=CC=C2/C(/C(NC2=C1)=O)=C/C1=CC(=CC=C1)Cl (Z-6-chloro-3-(3-chloro-benzylidene)-1,3-dihydro-indol-2-one), CS(=O)C (DMSO). The solvent is CO (methanol). The product is ClC1=CC=C2C(C(NC2=C1)=O)CC1=CC(=CC=C1)Cl (rac-6-chloro-3-(3-chloro-benzyl)-1,3-dihydro-indol-2-one). The yield is 93.3%. RXN SMILES: [BH4-].[Na+].[Cl:3][C:4]1[CH:12]=[C:11]2[C:7](/[C:8](=[CH:14]/[C:15]3[CH:20]=[CH:19][CH:18]=[C:17]([Cl:21])[CH:16]=3)/[C:9](=[O:13])[NH:10]2)=[CH:6][CH:5]=1.CS(C)=O.O>CO>[Cl:3][C:4]1[CH:12]=[C:11]2[C:7]([CH:8]([CH2:14][C:15]3[CH:20]=[CH:19][CH:18]=[C:17]([Cl:21])[CH:16]=3)[C:9](=[O:13])[NH:10]2)=[CH:6][CH:5]=1 |f:0.1|. Procedure: Sodium borohydride (3.0 g, 79 mmol) (Aldrich) was added in small portions to a suspension of E/Z-6-chloro-3-(3-chloro-benzylidene)-1,3-dihydro-indol-2-one (19 g, 66 mmol) (from example 1a supra) in methanol (200 mL) and DMSO (50 mL) at such a rate that gas evolution was not too vigorous. When the addition was complete, mixture was stirred at room temperature for 0.5 hr-1 hr. After adding to water (200 mL), the resulting precipitate was collected and dried to give 18 g of rac-6-chloro-3-(3-chloro...